Dataset: the Open Reaction Database (ORD), a public repository of structured organic reaction records. Task: describe an organic reaction: reactants, conditions, products, and yield Reactants: COC(=O)Nc1cnc(N2CCOCC2)cc1-c1ccccc1C, COCCO[AlH2-]OCCOC, Cc1ccccc1, [Na+], [Na+], [OH-]. The product is CNc1cnc(N2CCOCC2)cc1-c1ccccc1C. Reaction SMILES: [CH3:1][O:2][C:3]([NH:4][c:5]1[cH:6][n:7][c:8]([N:18]2[CH2:19][CH2:20][O:21][CH2:22][CH2:23]2)[cH:9][c:10]1-[c:11]1[c:12]([CH3:17])[cH:13][cH:14][cH:15][cH:16]1)=[O:24].[CH3:26][O:27][CH2:28][CH2:29][O:30][AlH2-:31][O:32][CH2:33][CH2:34][O:35][CH3:36].[CH3:39][c:40]1[cH:41][cH:42][cH:43][cH:44][cH:45]1.[Na+:25].[Na+:38].[OH-:37]>>[CH3:3][NH:4][c:5]1[cH:6][n:7][c:8]([N:18]2[CH2:19][CH2:20][O:21][CH2:22][CH2:23]2)[cH:9][c:10]1-[c:11]1[c:12]([CH3:17])[cH:13][cH:14][cH:15][cH:16]1. Starting materials: [Cl-], COc1ccc2c(c1Cl)NC(=O)C2=O, ClCCl, [Na+], [Na+], [OH-], O, OO. The product is COc1ccc(C(=O)O)c(N)c1Cl. RXN SMILES: [Cl-:17].[Cl:1][c:2]1[c:3]([O:13][CH3:14])[cH:4][cH:5][c:6]2[c:10]1[NH:9][C:8](=[O:11])[C:7]2=[O:12].[Cl:22][CH2:23][Cl:24].[Na+:16].[Na+:18].[OH-:15].[OH2:21].[OH:19][OH:20]>>[Cl:1][c:2]1[c:3]([O:13][CH3:14])[cH:4][cH:5][c:6]([C:7]([OH:12])=[O:15])[c:10]1[NH2:9]. Reactants: C(C1=CC=CC=C1)OC1=C(C=C(C=C1)Cl)B(O)O ([2-(Benzyloxy)-5-chlorophenyl]boronic acid), ClC1=C(C=CC(=C1)S(=O)(=O)C)I (2-Chloro-1-iodo-4-(methylsulfonyl)benzene). Yields the product ClC1=C(C=CC(=C1)S(=O)(=O)C)C1=C(C=CC(=C1)Cl)OCC1=CC=CC=C1 ([[[2′,5-Dichloro-4′-(methylsulfonyl)[1,1′-biphenyl]-2-yl]oxy]methyl]benzene). Reaction SMILES: [CH2:1]([O:8][C:9]1[CH:14]=[CH:13][C:12]([Cl:15])=[CH:11][C:10]=1B(O)O)[C:2]1[CH:7]=[CH:6][CH:5]=[CH:4][CH:3]=1.[Cl:19][C:20]1[CH:25]=[C:24]([S:26]([CH3:29])(=[O:28])=[O:27])[CH:23]=[CH:22][C:21]=1I>>[Cl:19][C:20]1[CH:25]=[C:24]([S:26]([CH3:29])(=[O:28])=[O:27])[CH:23]=[CH:22][C:21]=1[C:10]1[CH:11]=[C:12]([Cl:15])[CH:13]=[CH:14][C:9]=1[O:8][CH2:1][C:2]1[CH:7]=[CH:6][CH:5]=[CH:4][CH:3]=1. Reported procedure: The subtitle compound was prepared by the method of example 144 step (i) using the product from example 16 step (ii) and the product from example 145 step (ii). Yield 1.08 g. Reactants: CCOC(=O)C(Br)C(=O)OCC, Cc1ccccc1, Nc1ccccc1Cl. Product: CCOC(=O)C(Nc1ccccc1Cl)C(=O)OCC. Reaction SMILES: [Br:9][CH:10]([C:11](=[O:12])[O:13][CH2:14][CH3:15])[C:16](=[O:17])[O:18][CH2:19][CH3:20].[CH3:21][c:22]1[cH:23][cH:24][cH:25][cH:26][cH:27]1.[Cl:1][c:2]1[c:3]([NH2:4])[cH:5][cH:6][cH:7][cH:8]1>>[Cl:1][c:2]1[c:3]([NH:4][CH:10]([C:11](=[O:12])[O:13][CH2:14][CH3:15])[C:16](=[O:17])[O:18][CH2:19][CH3:20])[cH:5][cH:6][cH:7][cH:8]1. The reactants are C(C)(C)(C)OC(=O)NC1CN(CC1)C(=O)OC1C2CC3(CC(CC1C3)C2)C(N)=O ((1-carbamoyl-4-adamantyl) 3-(tert-butoxycarbonylamino)pyrrolidine-1-carboxylate), ClC=1SC(=CN1)C#N (2-chloro-5-cyanothiazole). Yields the product C(#N)C1=CN=C(S1)NC1CN(CC1)C(=O)OC1C2CC3(CC(CC1C3)C2)C(N)=O ((1-carbamoyl-4-adamantyl) 3-(5-cyanothiazol-2-ylamino)pyrrolidine-1-carboxylate). RXN SMILES: C(O[C:6]([NH:8][CH:9]1[CH2:13][CH2:12][N:11]([C:14]([O:16][CH:17]2[CH:24]3[CH2:25][C:20]4([C:27](=[O:29])[NH2:28])[CH2:21][CH:22]([CH2:26][CH:18]2[CH2:19]4)[CH2:23]3)=[O:15])[CH2:10]1)=O)(C)(C)C.ClC1[S:32][C:33]([C:36]#[N:37])=[CH:34][N:35]=1>>[C:36]([C:33]1[S:32][C:6]([NH:8][CH:9]2[CH2:13][CH2:12][N:11]([C:14]([O:16][CH:17]3[CH:24]4[CH2:25][C:20]5([C:27](=[O:29])[NH2:28])[CH2:21][CH:22]([CH2:26][CH:18]3[CH2:19]5)[CH2:23]4)=[O:15])[CH2:10]2)=[N:35][CH:34]=1)#[N:37]. Reported procedure: The title compound was prepared from (3R) (1-carbamoyl-4-adamantyl) 3-(tert-butoxycarbonylamino)pyrrolidine-1-carboxylate isomer 2 following procedures analogous to those described in Example 33 using 2-chloro-5-cyanothiazole in Step 2. LC-MS Method 1 tR=1.32 min, m/z=415; 1H NMR (CD3OD) 1.55 (2H), 1.85-2.15 (12H), 2.25 (m, 1H), 3.35-3.80 (4H), 4.40 (br s, 1H), 4.78 (s, 1H), 7.74 (s, 1H). Reported procedure: 6-Chloro-3-isobutyryl-4-methylsulfoxy-8-trifluoromethyl-2-quinolinone (379 mg, 1 mmol) and 2,2-dimethoxyethylamine (105 mg, 1 mmol) were used and the reaction was carried out as in the above process of example 1 to obtain the desired product (307 mg, yield: 73%). Yield: 73.0%. The product is ClC=1C=C2C(=C(C(NC2=C(C1)C(F)(F)F)=O)C(C(C)C)=O)NCC(OC)OC (6-Chloro-4-(2,2-dimethoxyethylamino)-3-isobutyryl-8-trifluoromethyl-2-quinolinone). Reaction SMILES: [Cl:1][C:2]1[C:3](OS(O)(=O)=O)=[C:4]2[C:9](=[C:10]([C:12]([F:15])([F:14])[F:13])[CH:11]=1)[NH:8][C:7](=[O:16])[C:6]([C:17](=[O:21])[CH:18]([CH3:20])[CH3:19])=[C:5]2C.[CH3:28][O:29][CH:30]([O:33][CH3:34])[CH2:31][NH2:32]>>[Cl:1][C:2]1[CH:3]=[C:4]2[C:9](=[C:10]([C:12]([F:15])([F:14])[F:13])[CH:11]=1)[NH:8][C:7](=[O:16])[C:6]([C:17](=[O:21])[CH:18]([CH3:19])[CH3:20])=[C:5]2[NH:32][CH2:31][CH:30]([O:33][CH3:34])[O:29][CH3:28]. Reactants: ClC=1C(=C2C(=C(C(NC2=C(C1)C(F)(F)F)=O)C(C(C)C)=O)C)OS(=O)(=O)O (6-Chloro-3-isobutyryl-4-methylsulfoxy-8-trifluoromethyl-2-quinolinone), COC(CN)OC (2,2-dimethoxyethylamine). Starting materials: C(C1=CC=CC=C1)OC1=CC(=C(C=C1)CC(=O)OC(C)(C)C)Cl (tert-butyl [4-(benzyloxy)-2-chlorophenyl]acetate), C(=O)(C(F)(F)F)O (TFA). The solvent is C(Cl)Cl (DCM). Conditions: time 30 minute. Product: C(C1=CC=CC=C1)OC1=CC(=C(C=C1)CC(=O)O)Cl ([4-(benzyloxy)-2-chlorophenyl]acetic acid). RXN SMILES: [CH2:1]([O:8][C:9]1[CH:14]=[CH:13][C:12]([CH2:15][C:16]([O:18]C(C)(C)C)=[O:17])=[C:11]([Cl:23])[CH:10]=1)[C:2]1[CH:7]=[CH:6][CH:5]=[CH:4][CH:3]=1.C(O)(C(F)(F)F)=O>C(Cl)Cl>[CH2:1]([O:8][C:9]1[CH:14]=[CH:13][C:12]([CH2:15][C:16]([OH:18])=[O:17])=[C:11]([Cl:23])[CH:10]=1)[C:2]1[CH:3]=[CH:4][CH:5]=[CH:6][CH:7]=1. Reported procedure: A solution of tert-butyl [4-(benzyloxy)-2-chlorophenyl]acetate (1.0 g, 3.00 mmol) in DCM (8 ml) was treated with TFA (6.94 ml, 90 mmol) and the mixture stirred at RT for 30 min. The volatiles were removed in vacuo to afford the title compound. LC/MS (m/z): 299 (M+Na)+. The reactants are CO, Cc1ccc(-c2nc(N)nc(N)c2[N+](=O)[O-])o1. Product: Cc1ccc(-c2nc(N)nc(N)c2N)o1. RXN SMILES: [CH3:18][OH:19].[CH3:1][c:2]1[cH:3][cH:4][c:5](-[c:7]2[c:8]([N+:15]([O-:16])=[O:17])[c:9]([NH2:14])[n:10][c:11]([NH2:13])[n:12]2)[o:6]1>>[CH3:1][c:2]1[cH:3][cH:4][c:5](-[c:7]2[c:8]([NH2:15])[c:9]([NH2:14])[n:10][c:11]([NH2:13])[n:12]2)[o:6]1. The reactants are C(C)(=O)NC1=C2N=C(C(=NC2=CC(=C1Cl)Cl)OC)OC (5-Acetamido-6,7-dichloro-2,3-dimethoxyquinoxaline), COC1=CC=C(C=C1)P1(SP(S1)(C1=CC=C(C=C1)OC)=S)=S (2,4-bis(4-methoxyphenyl)-1,3-dithia-2,4-diphosphetane-2,4-disulphide). Run in C1(=CC=CC=C1)C (toluene). Yields the product ClC=1C(=C2N=C(C(=NC2=CC1Cl)OC)OC)NC(C)=S (6,7-Dichloro-2,3-dimethoxy-5-thioacetamidoquinoxaline). The yield is 135.7%. As a reaction SMILES: [C:1]([NH:4][C:5]1[C:14]([Cl:15])=[C:13]([Cl:16])[CH:12]=[C:11]2[C:6]=1[N:7]=[C:8]([O:19][CH3:20])[C:9]([O:17][CH3:18])=[N:10]2)(=O)[CH3:2].COC1C=CC(P2(=S)SP(=S)(C3C=CC(OC)=CC=3)[S:30]2)=CC=1>C1(C)C=CC=CC=1>[Cl:15][C:14]1[C:5]([NH:4][C:1](=[S:30])[CH3:2])=[C:6]2[C:11](=[CH:12][C:13]=1[Cl:16])[N:10]=[C:9]([O:17][CH3:18])[C:8]([O:19][CH3:20])=[N:7]2. Procedure: 5-Acetamido-6,7-dichloro-2,3-dimethoxyquinoxaline (20.49 g, 64.8 mmol) was added to a stirred suspension of 2,4-bis(4-methoxyphenyl)-1,3-dithia-2,4-diphosphetane-2,4-disulphide (Lawesson's reagent) (15.7 g, 38.9 mmol) in toluene (432 ml) at room temperature under nitrogen. The mixture was warmed to the reflux temperature 25 minutes and was maintained at that temperature for a further 90 minutes. After being cooled the mixture was concentrated under reduced pressure and the residue purified by fl...